Task: describe an organic reaction: reactants, conditions, products, and yield. Dataset: the Open Reaction Database (ORD), a public repository of structured organic reaction records The reactants are NC(=O)N (urea), COC1=C(C=CC=C1)N1CCN(CC1)CCNC(C1=C(C=C(C=C1)NC(C)=O)N)=O (1-(2-methoxyphenyl)-4-[2-(4-acetylamino-2-aminobenzoyl)aminoethyl]piperazine). Product: COC1=C(C=CC=C1)N1CCN(CC1)CCN1C(NC2=CC(=CC=C2C1=O)NC(C)=O)=O (3-[2-[4-(2-methoxyphenyl)-1-piperazinyl]ethyl]-7-acetylamino-1,2,3,4-tetrahydroquinazoline-2,4-dione). The yield is 60.0%. RXN SMILES: N[C:2](N)=[O:3].[CH3:5][O:6][C:7]1[CH:12]=[CH:11][CH:10]=[CH:9][C:8]=1[N:13]1[CH2:18][CH2:17][N:16]([CH2:19][CH2:20][NH:21][C:22](=[O:34])[C:23]2[CH:28]=[CH:27][C:26]([NH:29][C:30](=[O:32])[CH3:31])=[CH:25][C:24]=2[NH2:33])[CH2:15][CH2:14]1>>[CH3:5][O:6][C:7]1[CH:12]=[CH:11][CH:10]=[CH:9][C:8]=1[N:13]1[CH2:14][CH2:15][N:16]([CH2:19][CH2:20][N:21]2[C:22](=[O:34])[C:23]3[C:24](=[CH:25][C:26]([NH:29][C:30](=[O:32])[CH3:31])=[CH:27][CH:28]=3)[NH:33][C:2]2=[O:3])[CH2:17][CH2:18]1. Reported procedure: Four hundred and forty miligrams of urea was added to 1.5 g of 1-(2-methoxyphenyl)-4-[2-(4-acetylamino-2-aminobenzoyl)aminoethyl]piperazine to react at 160° C. for 8 hours. The reaction liquid was extracted with chloroform and purified through the silica gel chromatography to obtain 0.96 g of the titled compound (yield: 60%). The reactants are COC(=O)C1(CCOCC1)C1=CC(=CC(=C1)F)OCC1=CC=C2C(=CC=3N(C2=C1)C=NN3)Cl (4-[3-(5-Chloro-[1,2,4]triazolo[4,3-a]quinolin-8-ylmethoxy)-5-fluoro-phenyl]-tetrahydro-pyran-4-carboxylic acid methyl ester), N1=CC(=CC=C1)B(O)O (3-pyridineboronic acid), C([O-])([O-])=O.[K+].[K+] (potassium carbonate). The reagents and catalysts are C=1C=CC(=CC1)[P](C=2C=CC=CC2)(C=3C=CC=CC3)[Pd]([P](C=4C=CC=CC4)(C=5C=CC=CC5)C=6C=CC=CC6)([P](C=7C=CC=CC7)(C=8C=CC=CC8)C=9C=CC=CC9)[P](C=1C=CC=CC1)(C=1C=CC=CC1)C=1C=CC=CC1 (Pd(PPh3)4). Run in COCCOC.O (DME H2O). Run at temperature 80 celsius. Product: COC(=O)C1(CCOCC1)C1=CC(=CC(=C1)OCC1=CC=C2C(=CC=3N(C2=C1)C=NN3)C=3C=NC=CC3)F (4-[3-Fluoro-5-(5-pyridin-3-yl-[1,2,4]triazolo[4,3-a]quinolin-8-ylmethoxy)-phenyl]-tetrahydro-pyran-4-carboxylic acid methyl ester). As a reaction SMILES: [CH3:1][O:2][C:3]([C:5]1([C:11]2[CH:16]=[C:15]([F:17])[CH:14]=[C:13]([O:18][CH2:19][C:20]3[CH:29]=[C:28]4[C:23]([C:24](Cl)=[CH:25][C:26]5[N:27]4[CH:30]=[N:31][N:32]=5)=[CH:22][CH:21]=3)[CH:12]=2)[CH2:10][CH2:9][O:8][CH2:7][CH2:6]1)=[O:4].[N:34]1[CH:39]=[CH:38][CH:37]=[C:36](B(O)O)[CH:35]=1.C(=O)([O-])[O-].[K+].[K+]>COCCOC.O.C1C=CC([P]([Pd]([P](C2C=CC=CC=2)(C2C=CC=CC=2)C2C=CC=CC=2)([P](C2C=CC=CC=2)(C2C=CC=CC=2)C2C=CC=CC=2)[P](C2C=CC=CC=2)(C2C=CC=CC=2)C2C=CC=CC=2)(C2C=CC=CC=2)C2C=CC=CC=2)=CC=1>[CH3:1][O:2][C:3]([C:5]1([C:11]2[CH:12]=[C:13]([O:18][CH2:19][C:20]3[CH:29]=[C:28]4[C:23]([C:24]([C:36]5[CH:35]=[N:34][CH:39]=[CH:38][CH:37]=5)=[CH:25][C:26]5[N:27]4[CH:30]=[N:31][N:32]=5)=[CH:22][CH:21]=3)[CH:14]=[C:15]([F:17])[CH:16]=2)[CH2:10][CH2:9][O:8][CH2:7][CH2:6]1)=[O:4] |f:2.3.4,5.6,^1:59,61,80,99|. Procedure details: To 5d (50 mg, 0.11 mmol) in DME:H2O (2:1, 2 mL) was added 3-pyridineboronic acid (20 mg, 0.16 mmol) and potassium carbonate (37 mg, 0.27 mmol). The mixture was degassed with N2 for 5 minutes, and then Pd(PPh3)4 (12 mg, 0.01 mmol) was added, and the mixture was degassed with N2 for an additional 5 minutes. The reaction was then heated to 80° C. overnight. After cooling to room temperature, the reaction was concentrated and purified by silica gel chromatography (10% MeOH in EtOAc) to give the desi...